Dataset: the Open Reaction Database (ORD), a public repository of structured organic reaction records. Task: describe an organic reaction: reactants, conditions, products, and yield Starting materials: C1(CCCC1)N=C=O (Cyclopentylisocyanate), FC=1C(NC(NC1)=O)=O (5-fluorouracil). Solvent: N1=CC=CC=C1 (pyridine). Product: C1(CCCC1)NC(=O)N1C(=O)NC(=O)C(=C1)F (1-cyclopentylcarbamoyl-5-fluorouracil). RXN SMILES: [CH:1]1([N:6]=[C:7]=[O:8])[CH2:5][CH2:4][CH2:3][CH2:2]1.[F:9][C:10]1[C:11](=[O:17])[NH:12][C:13](=[O:16])[NH:14][CH:15]=1>N1C=CC=CC=1>[CH:1]1([NH:6][C:7]([N:14]2[CH:15]=[C:10]([F:9])[C:11](=[O:17])[NH:12][C:13]2=[O:16])=[O:8])[CH2:5][CH2:4][CH2:3][CH2:2]1. Procedure: Cyclopentylisocyanate, 5.67 g, was allowed to react with 5-fluorouracil, 4.6 g, in 17 g of pyridine at 90° C. for 2 hr, then the pyridine was evaporated and the residue was shaken with 100 ml of dichloromethane and 100 ml of hydrochloric acid water. The lower layer of the mixture was dried and exsiccated. The residue was recrystallized from ethanol and 8.3 g of 1-cyclopentylcarbamoyl-5-fluorouracil (melting point: 137° C.) was obtained (Compound No. 9) was obtained. NMR: 1.00-2.28 (6H b CH) 3.56... Reactants: CN(C(=S)NC1=CC=CC=C1)C1CCN(CC1)CCCCOC1=CC(=C(C=C1)C)C (1-Methyl-1-[1-[4-(3,4-dimethylphenoxy)butyl]piperidin-4-yl]-3-phenylthiourea), S(=O)(=O)(OC)OC (dimethyl sulfate), C(\C=C\C(=O)O)(=O)O (fumaric acid). Run in C(C)O (ethanol), CN(C)C=O (DMF). Run at temperature 25 celsius, time 8 hour. The product is C(\C=C\C(=O)O)(=O)O.CN(C(SC)=NC1=CC=CC=C1)C1CCN(CC1)CCCCOC1=CC(=C(C=C1)C)C (1,2-Dimethyl-1-[1-[4-(3,4-dimethylphenoxy)butyl]piperidin-4-yl]-3-phenylisothiourea hydrogen fumarate). Reaction SMILES: [CH3:1][N:2]([CH:12]1[CH2:17][CH2:16][N:15]([CH2:18][CH2:19][CH2:20][CH2:21][O:22][C:23]2[CH:28]=[CH:27][C:26]([CH3:29])=[C:25]([CH3:30])[CH:24]=2)[CH2:14][CH2:13]1)[C:3]([NH:5][C:6]1[CH:11]=[CH:10][CH:9]=[CH:8][CH:7]=1)=[S:4].S(OC)(O[CH3:35])(=O)=O.[C:38]([OH:45])(=[O:44])/[CH:39]=[CH:40]/[C:41]([OH:43])=[O:42]>CN(C=O)C.C(O)C>[C:38]([OH:45])(=[O:44])/[CH:39]=[CH:40]/[C:41]([OH:43])=[O:42].[CH3:1][N:2]([CH:12]1[CH2:17][CH2:16][N:15]([CH2:18][CH2:19][CH2:20][CH2:21][O:22][C:23]2[CH:28]=[CH:27][C:26]([CH3:29])=[C:25]([CH3:30])[CH:24]=2)[CH2:14][CH2:13]1)[C:3](=[N:5][C:6]1[CH:7]=[CH:8][CH:9]=[CH:10][CH:11]=1)[S:4][CH3:35] |f:5.6|. Reported procedure: A solution of 1 g (2.35 mmol) of the preceding thiourea (10.2) in 10 ml of DMF is treated at 25° C. with 245 μl of dimethyl sulfate, stirred overnight at 25° C. and then heated for 1 h at 60° C. The mixture is evaporated to dryness and the residue is recovered in the usual way and purified by flash chromatography to give 325 mg (Yd: 32%) of a light yellow oil. This oil is taken up in ethanol and salified with a solution of 80 mg of fumaric acid in the same solvent to give 340 mg (Yd: 26%) of com... The reactants are CO, CCOCCS(=O)(=O)c1ccc(C(=CC2CCCC2)c2cc3cccnc3[nH]2)cc1. The product is CCOCCS(=O)(=O)c1ccc(C(CC2CCCC2)c2cc3cccnc3[nH]2)cc1. RXN SMILES: [CH3:31][OH:32].[CH:1]1([CH:6]=[C:7]([c:8]2[cH:9][cH:10][c:11]([S:14](=[O:15])(=[O:16])[CH2:17][CH2:18][O:19][CH2:20][CH3:21])[cH:12][cH:13]2)[c:22]2[cH:23][c:24]3[c:25]([n:26][cH:27][cH:28][cH:29]3)[nH:30]2)[CH2:2][CH2:3][CH2:4][CH2:5]1>>[CH:1]1([CH2:6][CH:7]([c:8]2[cH:9][cH:10][c:11]([S:14](=[O:15])(=[O:16])[CH2:17][CH2:18][O:19][CH2:20][CH3:21])[cH:12][cH:13]2)[c:22]2[cH:23][c:24]3[c:25]([n:26][cH:27][cH:28][cH:29]3)[nH:30]2)[CH2:2][CH2:3][CH2:4][CH2:5]1. Procedure details: To 150 mL tetrahydrofuran was added diisopropylamine (2.4 g), and the mixture was then cooled to -78° C. n-Butyl-lithium was added (8.1 mL, 2.5 molar solution in hexanes). To this mixture was added a solution which had been prepared by dissolving 4-(2-pyridylcarbonyl) phenyl ethyne (3.5 g) in a few mL tetrahydrofuran. The mixture was allowed to stir for 25 minutes. 1,1,1-trifluoroacetone (4.76 g) was added in one portion and the mixture was stirred for 15 minutes. The reaction mixture was then p... Run in hexanes, O1CCCC1 (tetrahydrofuran), O1CCCC1 (tetrahydrofuran). As a reaction SMILES: C(NC(C)C)(C)C.C([Li])CCC.[N:13]1[CH:18]=[CH:17][CH:16]=[CH:15][C:14]=1[C:19]([C:21]1[CH:26]=[CH:25][C:24]([C:27]#[CH:28])=[CH:23][CH:22]=1)=[O:20].[F:29][C:30]([F:35])([F:34])[C:31]([CH3:33])=[O:32].[NH4+].[Cl-]>O1CCCC1>[F:29][C:30]([F:35])([F:34])[C:31]([OH:32])([CH3:33])[C:28]#[C:27][C:24]1[CH:23]=[CH:22][C:21]([C:19]([C:14]2[CH:15]=[CH:16][CH:17]=[CH:18][N:13]=2)=[O:20])=[CH:26][CH:25]=1 |f:4.5|. Run at time 25 minute. Yield: 1.1%. Yields the product FC(C(C#CC1=CC=C(C=C1)C(=O)C1=NC=CC=C1)(C)O)(F)F (4,4,4-Trifluoro-3-hydroxy-3-methyl-1-(4-[2-pyridylcarbonyl]phenyl)but-1-yne). Reactants: solution, N1=C(C=CC=C1)C(=O)C1=CC=C(C=C1)C#C (4-(2-pyridylcarbonyl) phenyl ethyne), FC(C(=O)C)(F)F (1,1,1-trifluoroacetone), C(CCC)[Li] (n-Butyl-lithium), C(C)(C)NC(C)C (diisopropylamine), [NH4+].[Cl-] (NH4Cl). Starting materials: C(CCC)C1=NC2=C(N1CC1=CC=C(C=C1)C=1C(=CC=CC1)C(=O)OC(C)(C)C)C=C(C=C2)NC(=O)N2CCCC2 (tert.butyl 4'-[(2-n-butyl-6-pyrrolidinocarbonylamino-benzimidazol-1-yl)-methyl]biphenyl-2-carboxylate), FC(C(=O)O)(F)F (trifluoroacetic acid). The solvent is C(Cl)Cl (methylene chloride). Product: C(CCC)C1=NC2=C(N1CC1=CC=C(C=C1)C=1C(=CC=CC1)C(=O)O)C=C(C=C2)NC(=O)N2CCCC2 (4'-[(2-n-Butyl-6-pyrrolidinocarbonylamino-benzimidazol-1-yl)-methyl]biphenyl-2-carboxylic acid). RXN SMILES: [CH2:1]([C:5]1[N:9]([CH2:10][C:11]2[CH:16]=[CH:15][C:14]([C:17]3[C:18]([C:23]([O:25]C(C)(C)C)=[O:24])=[CH:19][CH:20]=[CH:21][CH:22]=3)=[CH:13][CH:12]=2)[C:8]2[CH:30]=[C:31]([NH:34][C:35]([N:37]3[CH2:41][CH2:40][CH2:39][CH2:38]3)=[O:36])[CH:32]=[CH:33][C:7]=2[N:6]=1)[CH2:2][CH2:3][CH3:4].FC(F)(F)C(O)=O>C(Cl)Cl>[CH2:1]([C:5]1[N:9]([CH2:10][C:11]2[CH:16]=[CH:15][C:14]([C:17]3[C:18]([C:23]([OH:25])=[O:24])=[CH:19][CH:20]=[CH:21][CH:22]=3)=[CH:13][CH:12]=2)[C:8]2[CH:30]=[C:31]([NH:34][C:35]([N:37]3[CH2:38][CH2:39][CH2:40][CH2:41]3)=[O:36])[CH:32]=[CH:33][C:7]=2[N:6]=1)[CH2:2][CH2:3][CH3:4]. Procedure: Prepared in analogous manner to Example 9 from tert.butyl 4'-[(2-n-butyl-6-pyrrolidinocarbonylamino-benzimidazol-1-yl)-methyl]biphenyl-2-carboxylate and trifluoroacetic acid in methylene chloride. The reactants are BrC(C(=O)OC)C1=CC=C(C=C1)OCC(C)OC1=CC=C(C=C1)F (methyl bromo{p-[2-(p-fluorophenoxy)propoxy]phenyl}acetate), C(C)(C)C1=CC=C(C=C1)O (p-isopropylphenol). The solvent is O1CCCC1 (tetrahydrofuran). Product: C(C)(C)C1=CC=C(OC(C(=O)OC)C2=CC=C(C=C2)OCC(C)OC2=CC=C(C=C2)F)C=C1 (Methyl (p-Isopropylphenoxy){p-[2-(p-fluorophenoxy)propoxy]phenyl}acetate). RXN SMILES: Br[CH:2]([C:7]1[CH:12]=[CH:11][C:10]([O:13][CH2:14][CH:15]([O:17][C:18]2[CH:23]=[CH:22][C:21]([F:24])=[CH:20][CH:19]=2)[CH3:16])=[CH:9][CH:8]=1)[C:3]([O:5][CH3:6])=[O:4].[CH:25]([C:28]1[CH:33]=[CH:32][C:31]([OH:34])=[CH:30][CH:29]=1)([CH3:27])[CH3:26]>O1CCCC1>[CH:25]([C:28]1[CH:33]=[CH:32][C:31]([O:34][CH:2]([C:7]2[CH:12]=[CH:11][C:10]([O:13][CH2:14][CH:15]([O:17][C:18]3[CH:23]=[CH:22][C:21]([F:24])=[CH:20][CH:19]=3)[CH3:16])=[CH:9][CH:8]=2)[C:3]([O:5][CH3:6])=[O:4])=[CH:30][CH:29]=1)([CH3:27])[CH3:26]. Procedure details: As described in Example 71, methyl bromo{p-[2-(p-fluorophenoxy)propoxy]phenyl}acetate (0.017 mole) is reacted with p-isopropylphenol (0.017 mole) in 75 ml of tetrahydrofuran at 80° C. for 18 hrs to give the product as a viscous oil.